This data is from the Open Reaction Database (ORD), a public repository of structured organic reaction records. The task is: describe an organic reaction: reactants, conditions, products, and yield Starting materials: O=C1c2ccc([N+](=O)[O-])cc2C(=O)c2c1cccc2[N+](=O)[O-], N, O. The product is Nc1cccc2c1C(=O)c1cc([N+](=O)[O-])ccc1C2=O. Reaction SMILES: [N+:1]([O-:2])(=[O:3])[c:4]1[cH:5][cH:6][cH:7][c:8]2[c:17]1[C:16](=[O:18])[c:15]1[c:10]([cH:11][cH:12][c:13]([N+:19](=[O:20])[O-:21])[cH:14]1)[C:9]2=[O:22].[NH3:23].[OH2:24]>>[NH2:1][c:4]1[cH:5][cH:6][cH:7][c:8]2[c:17]1[C:16](=[O:18])[c:15]1[c:10]([cH:11][cH:12][c:13]([N+:19](=[O:20])[O-:21])[cH:14]1)[C:9]2=[O:22]. Run in O (water). As a reaction SMILES: BrC[CH2:3][C:4]1([C:9]2[CH:14]=[CH:13][C:12]([O:15][CH3:16])=[CH:11][CH:10]=2)OCCO1.[C:17](=O)([O-:19])[O-:18].[Ca+2].C(N)=O>O>[CH3:16][O:15][C:12]1[CH:11]=[CH:10][C:9]([CH:4]([CH3:3])[C:17]([OH:19])=[O:18])=[CH:14][CH:13]=1 |f:1.2|. Procedure details: A mixture of 2-(bromoethyl)-2-(4-methoxyphenyl)-1,3-dioxolane (2.87 g; 10 mmol), calcium carbonate (1.2 g; 12 mmol), formamide (44 ml) and water (4 ml) is heated at 120° C., under stirring, for 6 h. The reaction mixture is worked up as described in example 1a to give 2-(4-methoxyphenyl)-propionic acid (1.67 g; 8.3 mmol; yield 83%), m.p. 55°-57° C. Yields the product COC1=CC=C(C=C1)C(C(=O)O)C (2-(4-methoxyphenyl)-propionic acid). The reactants are BrCCC1(OCCO1)C1=CC=C(C=C1)OC (2-(bromoethyl)-2-(4-methoxyphenyl)-1,3-dioxolane), C([O-])([O-])=O.[Ca+2] (calcium carbonate), C(=O)N (formamide). Reaction conditions: temperature 120 celsius, time 6 hour. The yield is 83.0%. The reactants are OS(=O)[O-].[Na+] (NaHSO3), ClC1=C(C=C(C=O)C)C=C(C=C1)[N+](=O)[O-] (2-chloro-5-nitro-α-methylcinnamaldehyde), CC=1OCC(N1)(C)C (2,4,4-trimethyloxazoline). Solvent: C1(=CC=CC=C1)C (toluene). Run at temperature 100 celsius. Yields the product ClC1=C(C=C(C=C1)[N+](=O)[O-])C=C(C=CC(=O)O)C (5-(2'-Chloro-5'-nitrophenyl)-4-methyl-2,4-pentadienoic acid). RXN SMILES: [OH:1]S([O-])=O.[Na+].[Cl:6][C:7]1[CH:17]=[CH:16][C:15]([N+:18]([O-:20])=[O:19])=[CH:14][C:8]=1[CH:9]=[C:10]([CH3:13])[CH:11]=O.CC1[O:23][CH2:24][C:25](C)(C)N=1>C1(C)C=CC=CC=1>[Cl:6][C:7]1[CH:17]=[CH:16][C:15]([N+:18]([O-:20])=[O:19])=[CH:14][C:8]=1[CH:9]=[C:10]([CH3:13])[CH:11]=[CH:25][C:24]([OH:1])=[O:23] |f:0.1|. Reported procedure: 0.3 g of a 40 percent strength NaHSO3 solution is added to a mixture of 9 g of 2-chloro-5-nitro-α-methylcinnamaldehyde and 10.4 g of 2,4,4-trimethyloxazoline in 50 ml of toluene, and the mixture is refluxed for 10 hours. It is evaporated down, and 10 ml of water and 10 ml of concentrated HCl are added to the crude product of the structure ##STR23## Heating at 100° C. for 7 hours results in cleavage of the oxazoline ring. The crude product is filtered off under suction, washed with water and drie... Yields the product CCOC(=O)C(CCc1ccccc1)NC(C)C(=O)OCc1ccccc1. Starting materials: CC(NC(C#N)CCc1ccccc1)C(=O)OCc1ccccc1, CCO, CC#N, ClCCl, Cl, [Na+], O=C([O-])O, O. As a reaction SMILES: [CH2:1]([c:2]1[cH:3][cH:4][cH:5][cH:6][cH:7]1)[O:8][C:9]([CH:10]([NH:11][CH:12]([CH2:13][CH2:14][c:15]1[cH:16][cH:17][cH:18][cH:19][cH:20]1)[C:21]#[N:22])[CH3:23])=[O:24].[CH3:32][CH2:33][OH:34].[CH3:38][C:39]#[N:40].[Cl:35][CH2:36][Cl:37].[ClH:25].[Na+:31].[O-:27][C:28]([OH:29])=[O:30].[OH2:26]>>[CH2:1]([c:2]1[cH:3][cH:4][cH:5][cH:6][cH:7]1)[O:8][C:9]([CH:10]([NH:11][CH:12]([CH2:13][CH2:14][c:15]1[cH:16][cH:17][cH:18][cH:19][cH:20]1)[C:21](=[O:27])[O:34][CH2:33][CH3:32])[CH3:23])=[O:24]. The reactants are OC1C(=CC(O1)=O)C1=CC=C(C=C1)OC (5-hydroxy-4-(4-methoxyphenyl)-5H-furan-2-one), CNN (methylhydrazine). The solvent is C(C)O (ethanol). Conditions: temperature 85 celsius. Product: COC1=CC=C(C=C1)C1=CC(N(N=C1)C)=O (5-(4-methoxy-phenyl)-2-methyl-2H-pyridazin-3-one). Isolated yield 46.0%. RXN SMILES: O[CH:2]1[O:6][C:5](=O)[CH:4]=[C:3]1[C:8]1[CH:13]=[CH:12][C:11]([O:14][CH3:15])=[CH:10][CH:9]=1.[CH3:16][NH:17][NH2:18]>C(O)C>[CH3:15][O:14][C:11]1[CH:12]=[CH:13][C:8]([C:3]2[CH:2]=[N:18][N:17]([CH3:16])[C:5](=[O:6])[CH:4]=2)=[CH:9][CH:10]=1. Reported procedure: A suspension of 5-hydroxy-4-(4-methoxyphenyl)-5H-furan-2-one (2.06 g, 10 mmol) in 30 mL of ethanol was stirred as methylhydrazine (0.78 mL, 1.5 eq) was added dropwise. The reaction was heated to reflux at 85° C. for 2 h, then the solvent was reduced at reduced pressure to give a solid, which was collected and washed with cold EtOH to give 1.0 g (46%) of 5-(4-methoxy-phenyl)-2-methyl-2H-pyridazin-3-one: MS m/z 217 (M+H). Starting materials: COc1ccc(C(=O)CBr)cc1, OCC(O)CO, CCCCO, Cc1ccc(S(=O)(=O)O)cc1, O, c1ccccc1. Product: COc1ccc(C2(CBr)OCC(CO)O2)cc1. Reaction SMILES: [Br:7][CH2:8][C:9](=[O:10])[c:11]1[cH:12][cH:13][c:14]([O:17][CH3:18])[cH:15][cH:16]1.[CH2:1]([CH:2]([CH2:3][OH:4])[OH:5])[OH:6].[CH2:30]([OH:31])[CH2:32][CH2:33][CH3:34].[CH3:19][c:20]1[cH:21][cH:22][c:23]([S:24](=[O:25])(=[O:26])[OH:27])[cH:28][cH:29]1.[OH2:35].[cH:36]1[cH:37][cH:38][cH:39][cH:40][cH:41]1>>[CH2:1]1[CH:2]([CH2:3][OH:4])[O:5][C:9]([CH2:8][Br:7])([c:11]2[cH:12][cH:13][c:14]([O:17][CH3:18])[cH:15][cH:16]2)[O:6]1. Starting materials: Clc1cc(OCc2ccccc2)cc(Cl)c1CBr, CCOC(=O)C(CC(OC)OC)C(=O)OCC, C1CCOC1, Cl. As a reaction SMILES: [CH2:18]([c:19]1[cH:20][cH:21][cH:22][cH:23][cH:24]1)[O:25][c:26]1[cH:27][c:28]([Cl:35])[c:29]([CH2:33][Br:34])[c:30]([Cl:32])[cH:31]1.[CH2:1]([CH3:2])[O:3][C:4]([CH:5]([C:6](=[O:7])[O:8][CH2:9][CH3:10])[CH2:11][CH:12]([O:13][CH3:14])[O:15][CH3:16])=[O:17].[CH2:37]1[O:38][CH2:39][CH2:40][CH2:41]1.[ClH:36]>>[CH2:1]([CH3:2])[O:3][C:4]([C:5]([C:6](=[O:7])[O:8][CH2:9][CH3:10])([CH2:11][CH:12]([O:13][CH3:14])[O:15][CH3:16])[CH2:33][c:29]1[c:28]([Cl:35])[cH:27][c:26]([O:25][CH2:18][c:19]2[cH:20][cH:21][cH:22][cH:23][cH:24]2)[cH:31][c:30]1[Cl:32])=[O:17]. Product: CCOC(=O)C(Cc1c(Cl)cc(OCc2ccccc2)cc1Cl)(CC(OC)OC)C(=O)OCC. The reactants are C(C)(C)(C)OC(=O)N1C([C@@]2([C@@H](NC(C[C@H]2C2=CC(=CC=C2)Cl)=O)C(=C)Br)C2=CC=C(C=C12)Cl)=O ((2′R,3R,4′S)-2′-(1-bromo-vinyl)-6-chloro-4′-(3-chlorophenyl)-2,3-dihydro-2,6′-dioxospiro[indole-3,3′-piperidine]-1-carboxylic acid tert-butyl ester). Run in FC(C(=O)O)(F)F (trifluoroacetic acid). Yields the product BrC(=C)[C@@H]1NC(C[C@H]([C@]12C(NC1=CC(=CC=C12)Cl)=O)C1=CC(=CC=C1)Cl)=O ((2′R,3R,4′S)-2′-(1-bromo-vinyl)-6-chloro-4′-(3-chlorophenyl)spiro[3H-indole-3,3′-piperidine]-2,6′(1H)-dione). Isolated yield 76.4%. RXN SMILES: C(OC([N:8]1[C:32]2[C:27](=[CH:28][CH:29]=[C:30]([Cl:33])[CH:31]=2)[C@@:10]2([C@H:15]([C:16]3[CH:21]=[CH:20][CH:19]=[C:18]([Cl:22])[CH:17]=3)[CH2:14][C:13](=[O:23])[NH:12][C@H:11]2[C:24]([Br:26])=[CH2:25])[C:9]1=[O:34])=O)(C)(C)C>FC(F)(F)C(O)=O>[Br:26][C:24]([C@H:11]1[C@:10]2([C:27]3[C:32](=[CH:31][C:30]([Cl:33])=[CH:29][CH:28]=3)[NH:8][C:9]2=[O:34])[C@H:15]([C:16]2[CH:21]=[CH:20][CH:19]=[C:18]([Cl:22])[CH:17]=2)[CH2:14][C:13](=[O:23])[NH:12]1)=[CH2:25]. Procedure details: A solution of chiral (2′R,3R,4′S)-2′-(1-bromo-vinyl)-6-chloro-4′-(3-chlorophenyl)-2,3-dihydro-2,6′-dioxospiro[indole-3,3′-piperidine]-1-carboxylic acid tert-butyl ester (9 mg, 0.016 mmol) in trifluoroacetic acid (1 mL) was stirred at room temperature for 10 min, then concentrated in vacuo. The residue was purified by Prep-HPLC to give title compound (5.7 mg, 76%). m/z (M+H)+: 465 The reactants are O (water), [C@@H]12C[C@@H](CCC1)C(=O)OC2=O (cis-1,3-Cyclohexanedicarboxylic Anhydride), C1(=CC=C(C=C1)S(=O)(=O)O)C (p-Toluenesulfonic acid), C(CC)O (n-propanol). The solvent is C1(=CC=CC=C1)C (toluene). Yields the product [C@H]1(C[C@@H](CCC1)C(=O)OCCC)C(=O)OCCC (Di-n-propyl cis-1,3-Cyclohexanedicarboxylate). Reaction SMILES: [C@H:1]12[C:10](=[O:11])[O:9][C:7](=[O:8])[C@H:3]([CH2:4][CH2:5][CH2:6]1)[CH2:2]2.[CH2:12](O)[CH2:13][CH3:14].[C:16]1(C)[CH:21]=CC(S(O)(=O)=O)=C[CH:17]=1.[OH2:27]>C1(C)C=CC=CC=1>[C@H:3]1([C:7]([O:8][CH2:17][CH2:16][CH3:21])=[O:27])[CH2:4][CH2:5][CH2:6][C@@H:1]([C:10]([O:9][CH2:12][CH2:13][CH3:14])=[O:11])[CH2:2]1. Reported procedure: Anhydride 1 (3.85 g; 25 mmol) was dissolved in toluene (25 mL) and n-propanol (9.3 mL; 125 mmol; 5 equiv). p-Toluenesulfonic acid (238 mg; 1.25 mmol; 0.05 equiv) was added and the reaction mixture was heated to reflux under conditions where water could be continuously distilled using a Dean-Stark trap. After 2 h at reflux, GC analysis indicated no residual 1. The reaction mixture was washed with saturated aqueous sodium bicarbonate (5 mL). The organic solution was dried over MgSO4 and concentrat...